This data is from the Open Reaction Database (ORD), a public repository of structured organic reaction records. The task is: describe an organic reaction: reactants, conditions, products, and yield Starting materials: C1(=CC=CC=C1)CO[C@@H]1[C@H](COC(C2=CC=CC=C2)(C2=CC=CC=C2)C2=CC=CC=C2)O[C@@H]([C@H]1OCC1=CC=CC=C1)COC(C1=CC=CC=C1)(C1=CC=CC=C1)C1=CC=CC=C1 (2,5-anhydro-3,4-bis-O-(phenylmethyl)-1,6-bis-O-(triphenylmethyl)-D-glucitol), C(C)(=O)O (acetic acid). Solvent: CC(=O)C (acetone). Run at temperature 80 celsius, time 20 hour. Product: C1(=CC=CC=C1)CO[C@@H]1[C@H](CO)O[C@@H]([C@H]1OCC1=CC=CC=C1)CO (2,5-Anhydro-3,4-bis-O-(phenylmethyl)-D-glucitol). The yield is 73.9%. As a reaction SMILES: [C:1]1([CH2:7][O:8][C@H:9]2[C@H:34]([O:35][CH2:36][C:37]3[CH:42]=[CH:41][CH:40]=[CH:39][CH:38]=3)[C@@H:33]([CH2:43][O:44]C(C3C=CC=CC=3)(C3C=CC=CC=3)C3C=CC=CC=3)[O:32][C@H:10]2[CH2:11][O:12]C(C2C=CC=CC=2)(C2C=CC=CC=2)C2C=CC=CC=2)[CH:6]=[CH:5][CH:4]=[CH:3][CH:2]=1.C(O)(=O)C>CC(C)=O>[C:1]1([CH2:7][O:8][C@H:9]2[C@H:34]([O:35][CH2:36][C:37]3[CH:42]=[CH:41][CH:40]=[CH:39][CH:38]=3)[C@@H:33]([CH2:43][OH:44])[O:32][C@H:10]2[CH2:11][OH:12])[CH:2]=[CH:3][CH:4]=[CH:5][CH:6]=1. Procedure details: A solution of 847 mg of 2,5-anhydro-3,4-bis-O-(phenylmethyl)-1,6-bis-O-(triphenylmethyl)-D-glucitol in 5 ml of acetone was treated with 16 ml of 80% aqueous acetic acid with stirring for 1 hour at 80° C., for 20 hours at room temperature and then evaporated in vacuo. The residue was taken up in ether, washed with brine, dried and evaporated to an oil. Chromatography of the oil, eluting with ether, gave 260 mg of the desired compound. The reactants are COC1=C(C(=C(C(=O)O)OC)OC)C=CC=C1 (trimethoxy cinnamic acid), [OH-].[Na+] (sodium hydroxide), N#N (N2). Run in CS(=O)C (DMSO). Reaction conditions: time 3 hour. Yields the product C(C=CC1=CC=CC=C1)(=O)O (cinnamic acid). Reaction SMILES: CO[C:3]1[CH:17]=[CH:16][CH:15]=[CH:14][C:4]=1[C:5](OC)=[C:6](OC)[C:7]([OH:9])=[O:8].[OH-].[Na+].N#N>CS(C)=O>[C:7]([OH:9])(=[O:8])[CH:6]=[CH:5][C:4]1[CH:3]=[CH:17][CH:16]=[CH:15][CH:14]=1 |f:1.2|. Procedure details: 4.35 g of trimethoxy cinnamic acid and 100 mg of sodium hydroxide were dissolved in 5 ml of DMSO, and the mixture was stirred and heated to 90° C. under a flow of N2 gas. Water in the system was removed under low pressure condition. 10 g of glycidol was added, heating and agitation was carried out for 3 hours, and then the adduct of cinnamic acid and glycerin was obtained. Starting materials: COC=1C=C(C=CC1)C=1NC=2C(=NC=C(C2)C2=CC=CC=C2)N1 (2-(3-methoxyphenyl)-6-phenyl-1H-imidazo[4,5-b]pyridine), [B] (boron), C(C)(C)(C)N=P1(N(CCCN1C)C)N(CC)CC (2-tert-butylimino-2-diethylamino-1,3-dimethylperhydro-1,3,2-diazaphosphorine), CCN(CC)P1(=NC(C)(C)C)N(CCCN1C)C (BEMP), IC (iodomethane). Solvent: CN(C=O)C (N,N-dimethyl formamide). Run at time 30 minute. The product is COC=1C=C(C=CC1)C=1N(C=2C(=NC=C(C2)C2=CC=CC=C2)N1)C (2-(3-methoxyphenyl)-1-methyl-6-phenyl-1H-imidazo[4,5-b]pyridine). The yield is 42.0%. RXN SMILES: [CH3:1][O:2][C:3]1[CH:4]=[C:5]([C:9]2[NH:10][C:11]3[C:12]([N:23]=2)=[N:13][CH:14]=[C:15]([C:17]2[CH:22]=[CH:21][CH:20]=[CH:19][CH:18]=2)[CH:16]=3)[CH:6]=[CH:7][CH:8]=1.[B].[C:25](N=P1(N(CC)CC)N(C)CCCN1C)(C)(C)C.IC>CN(C)C=O>[CH3:1][O:2][C:3]1[CH:4]=[C:5]([C:9]2[N:10]([CH3:25])[C:11]3[C:12]([N:23]=2)=[N:13][CH:14]=[C:15]([C:17]2[CH:18]=[CH:19][CH:20]=[CH:21][CH:22]=2)[CH:16]=3)[CH:6]=[CH:7][CH:8]=1. Procedure: A mixture of 2-(3-methoxyphenyl)-6-phenyl-1H-imidazo[4,5-b]pyridine (Compound of Example 1) (50 mg), 2-tert-butylimino-2-diethylamino-1,3-dimethylperhydro-1,3,2-diazaphosphorine resin (PS-BEMP, 2.2 mmol/g) (113 mg) and N,N-dimethyl formamide (2 ml) was shaken at room temperature for 30 minutes. To the mixture was added iodomethane (28 mg), and the mixture was further shaken for 1 hour. After the resin was filtered off, the filtrate was poured into water and extracted with ethyl acetate. The orga... Solvent: CCOC(=O)C (EtOAc), C(Cl)Cl (CH2Cl2). As a reaction SMILES: CN([CH:9]=[O:10])C1C=CC=CC=1.O=P(Cl)(Cl)Cl.[CH3:16][O:17][C:18]1[CH:23]=[CH:22][C:21]([O:24][CH3:25])=[C:20]([O:26][CH3:27])[C:19]=1[O:28][CH3:29]>C(Cl)Cl.CCOC(C)=O>[CH3:16][O:17][C:18]1[C:19]([O:28][CH3:29])=[C:20]([O:26][CH3:27])[C:21]([O:24][CH3:25])=[CH:22][C:23]=1[CH:9]=[O:10]. Starting materials: CN(C1=CC=CC=C1)C=O (N-methylformanilide), O=P(Cl)(Cl)Cl (POCl3), COC1=C(C(=C(C=C1)OC)OC)OC (1,2,3,4-tetramethoxybenzene). The product is COC1=C(C=O)C=C(C(=C1OC)OC)OC (2,3,4,5-tetramethoxybenzaldehyde). Isolated yield 93.7%. Reaction conditions: time 48 hour. Procedure: Following the procedure by Syper et al.,19 N-methylformanilide (1.0 mL, 8.1 mmol) was added to a flame dried 10 mL round bottom flask under argon and a drying tube. POCl3 (1.0 mL, 11 mmol) was added at room temperature and the Argon line was removed. After 5 minutes 18 (1.067 g, 5.38 mmol) was dissolved in CH2Cl2 (2.0 mL) and added at room temperature. The reaction was stirred at room temperature under a drying tube for 48 hrs and monitored by 1H NMR. When complete the reaction was diluted with ... Reaction SMILES: [Cl:1][C:2]1[CH:3]=[CH:4][C:5]2[NH:11][C:10]3[CH:12]=[CH:13][CH:14]=[CH:15][C:9]=3[C:8](SC)=[N:7][C:6]=2[CH:18]=1.C(OC([NH:26][CH:27]1[CH2:31][CH2:30][NH:29][CH2:28]1)=O)(C)(C)C>>[Cl:1][C:2]1[CH:3]=[CH:4][C:5]2[NH:11][C:10]3[CH:12]=[CH:13][CH:14]=[CH:15][C:9]=3[C:8]([N:29]3[CH2:30][CH2:31][CH:27]([NH2:26])[CH2:28]3)=[N:7][C:6]=2[CH:18]=1. Procedure details: 8-Chloro-11-methylsulfanyl-5H-dibenzo[b,e][1,4]diazepine (166JO50) (100 mg, 0.22 mmol) and 3-(tert-butoxycarbonylamino)pyrrolidine (73 mg, 0.4 mmol) were reacted according to GP8 to give 8.1 mg of the title compound (166JO64). MS (ESI) 313 (MH+). Purity for MH+ (UV/MS) 100/94. Product: ClC=1C=CC2=C(N=C(C3=C(N2)C=CC=C3)N3CC(CC3)N)C1 (1-(8-Chloro-5H-dibenzo[b,e][1,4]diazepin-11-yl)-pyrrolidin-3-yl-amine). Starting materials: ClC=1C=CC2=C(N=C(C3=C(N2)C=CC=C3)SC)C1 (8-Chloro-11-methylsulfanyl-5H-dibenzo[b,e][1,4]diazepine), C(C)(C)(C)OC(=O)NC1CNCC1 (3-(tert-butoxycarbonylamino)pyrrolidine). Yield: 11.8%. Starting materials: CC1(C(NN(C1)C1=CC=CC=C1)=O)CO (4-methyl-4-hydroxymethyl-1-phenyl-3-pyrazolidinone), C1=CC=C2C(=C1)C(=O)OS2(=O)=O (2-sulfobenzoic acid cyclic anhydride). Solvent: C(C)#N (acetonitrile). Reaction conditions: time 24 hour. Yields the product S(=O)(=O)(O)C1=C(C(=O)OCC2(C(NN(C2)C2=CC=CC=C2)=O)C)C=CC=C1 ((4-Methyl-3-oxo-1-phenylpyrazolidin-4-yl)methyl 2-sulphobenzoate). Reaction SMILES: [CH3:1][C:2]1([CH2:14][OH:15])[CH2:6][N:5]([C:7]2[CH:12]=[CH:11][CH:10]=[CH:9][CH:8]=2)[NH:4][C:3]1=[O:13].[CH:16]1[CH:21]=[C:20]2[C:22]([O:24][S:25](=[O:27])(=[O:26])[C:19]2=[CH:18][CH:17]=1)=[O:23]>C(#N)C>[S:25]([C:19]1[CH:18]=[CH:17][CH:16]=[CH:21][C:20]=1[C:22]([O:15][CH2:14][C:2]1([CH3:1])[CH2:6][N:5]([C:7]2[CH:12]=[CH:11][CH:10]=[CH:9][CH:8]=2)[NH:4][C:3]1=[O:13])=[O:23])([OH:27])(=[O:26])=[O:24]. Procedure details: To a suspension of 4-methyl-4-hydroxymethyl-1-phenyl-3-pyrazolidinone (dimezone-S) (10 g, 48.5 mmol) in dry acetonitrile (200 ml), was added 2-sulfobenzoic acid cyclic anhydride (8.9 g, 48.5 mmol) in a single portion at room temperature with stirring. The reaction mixture was heated to reflux under nitrogen until complete dissolution was observed. The reflux was continued for 24 hours and the mixture was cooled in an ice/water bath for 2 hours. A solid precipitate was obtained which was recovere... The yield is 69.7%. Reaction SMILES: [NH2:1][C@@H:2]([CH2:33][C:34]1[CH:39]=[CH:38][CH:37]=[CH:36][CH:35]=1)[C@@H:3]([OH:32])[CH2:4][C@@H:5]([NH:19][C:20](=[O:31])[C@H:21]([C:27]([CH3:30])([CH3:29])[CH3:28])[NH:22][C:23]([O:25][CH3:26])=[O:24])[CH2:6][C:7]1[CH:12]=[CH:11][C:10]([C:13]2[CH:18]=[CH:17][N:16]=[CH:15][CH:14]=2)=[CH:9][CH:8]=1.[CH3:40][O:41][C:42]([NH:44][C@@H:45]([C:49]([CH3:52])([CH3:51])[CH3:50])[C:46](O)=[O:47])=[O:43].CCOP(ON1N=NC2C=CC=CC=2C1=O)(OCC)=O.C(N(CC)C(C)C)(C)C>O1CCCC1>[CH3:40][O:41][C:42](=[O:43])[NH:44][C@@H:45]([C:49]([CH3:51])([CH3:50])[CH3:52])[C:46](=[O:47])[NH:1][C@@H:2]([CH2:33][C:34]1[CH:35]=[CH:36][CH:37]=[CH:38][CH:39]=1)[C@@H:3]([OH:32])[CH2:4][C@H:5]([CH2:6][C:7]1[CH:8]=[CH:9][C:10]([C:13]2[CH:14]=[CH:15][N:16]=[CH:17][CH:18]=2)=[CH:11][CH:12]=1)[NH:19][C:20](=[O:31])[C@H:21]([C:27]([CH3:30])([CH3:29])[CH3:28])[NH:22][C:23](=[O:24])[O:25][CH3:26]. Procedure details: To a solution containing the product from Example 150E (0.22 mmol) in tetrahydrofuran (2.5 mL) were added the product from Example 1F (0.046 g, 0.243 mmol), DEPBT (0.099 g, 0.331 mmol), and N,N-diisopropylethylamine (0.19 mL, 1.09 mmol) and the mixture was stirred at room temperature for 68 hours. The mixture was partitioned between ethyl acetate and 10% Na2CO3 solution. The organic was washed with additional 10% Na2CO3 solution and then brine, dried over MgSO4, filtered and evaporated. The resi... The solvent is O1CCCC1 (tetrahydrofuran). Starting materials: COC(=O)N[C@H](C(=O)O)C(C)(C)C ((2S)-2-[(methoxycarbonyl)amino]-3,3-dimethylbutanoic acid), CCOP(=O)(OCC)ON1C(=O)C2=C(C=CC=C2)N=N1 (DEPBT), C(C)(C)N(C(C)C)CC (N,N-diisopropylethylamine), N[C@H]([C@H](C[C@H](CC1=CC=C(C=C1)C1=CC=NC=C1)NC([C@@H](NC(=O)OC)C(C)(C)C)=O)O)CC1=CC=CC=C1 (N1-[(1S,3S,4S)-4-amino-3-hydroxy-5-phenyl-1-(4-pyridin-4-ylbenzyl)pentyl]-N2-(methoxycarbonyl)-3-methyl-L-valinamide). Product: COC(N[C@H](C(N[C@H]([C@H](C[C@@H](NC([C@@H](NC(OC)=O)C(C)(C)C)=O)CC1=CC=C(C=C1)C1=CC=NC=C1)O)CC1=CC=CC=C1)=O)C(C)(C)C)=O (methyl(1S,4S,5S,7S,10S)-4-benzyl-1,10-di-tert-butyl-5-hydroxy-2,9,12-trioxo-7-(4-pyridin-4-ylbenzyl)-13-oxa-3,8,11-triazatetradec-1-ylcarbamate). Conditions: time 68 hour. Starting materials: C(Cl)(Cl)Cl (chloroform), CC1(C(C1C=CC(=O)OCC(C)C)C(=O)O)C (2,2-dimethyl 3-(3-isobutoxy 3-oxo-1-propenyl) cyclopropane-1-carboxylic acid), (3-propyn-2-yl-2,5-dioxo-imidazolidinyl)-methanol. Yields the product CC1(C(C1C=CC(=O)OC1CCC1)C(=O)O)C (2,2-dimethyl-3-(3-cyclobutoxy-3-oxo-1-propenyl)-cyclopropane-carboxylic acid), CC1(C(C1C=CC(=O)OCC(C)C)C(=O)[O-])C (2,2-dimethyl-3-(3-isobutoxy-3-oxo-1-propenyl)-cyclopropane-carboxylate). RXN SMILES: [CH3:1][C:2]1([CH3:17])[CH:4]([CH:5]=[CH:6][C:7]([O:9][CH2:10][CH:11]([CH3:13])[CH3:12])=[O:8])[CH:3]1[C:14]([OH:16])=[O:15].[CH:18](Cl)(Cl)Cl>>[CH3:17][C:2]1([CH3:1])[CH:4]([CH:5]=[CH:6][C:7]([O:9][CH:10]2[CH2:11][CH2:13][CH2:18]2)=[O:8])[CH:3]1[C:14]([OH:16])=[O:15].[CH3:17][C:2]1([CH3:1])[CH:4]([CH:5]=[CH:6][C:7]([O:9][CH2:10][CH:11]([CH3:13])[CH3:12])=[O:8])[CH:3]1[C:14]([O-:16])=[O:15]. Procedure: Using the procedure of Example 9, the product of Step C and (3-propyn-2-yl-2,5-dioxo-imidazolidinyl)-methanol were reacted to obtain (3-propyn-2-yl-2,5-dioxo-imidazolidinyl)-methyl (1R, cis, ΔZ) 2,2-dimethyl-3-(3-isobutoxy-3-oxo-1-propenyl)-cyclopropane-carboxylate with a specific rotation of [α]D20 =+20.5°±1.5° (c=1% in chloroform). Reactants: C(C=C)C(C(=O)OC)(C(=O)OC)C(CC1=C(C=CC(=C1)C(F)(F)F)N)C1=CC=C(C=C1)OC (α-(2-Propenyl)-[2-(2-amino-5-trifluoromethylphenyl)-1-(4-methoxyphenyl)ethyl]propanedioic acid, dimethyl ester), C[O-].[Na+] (sodium methoxide), CN(C=O)C (dimethylformamide), Cl (Hydrochloric acid). Solvent: CO (methanol), CO (methanol). Product: COC(=O)C1(C(NC2=C(CC1C1=C(C=CC=C1)OC)C=C(C=C2)C(F)(F)F)=O)CC=C (1,3,4,5-Tetrahydro-3-(methoxycarbonyl)-4-(methoxyphenyl)-3-(2-propenyl)-7-(trifluoromethyl)-2H-1-benzazepin-2-one). Reaction SMILES: [CH2:1]([C:4]([CH:13]([C:26]1[CH:31]=[CH:30][C:29](OC)=[CH:28][CH:27]=1)[CH2:14][C:15]1[CH:20]=[C:19]([C:21]([F:24])([F:23])[F:22])[CH:18]=[CH:17][C:16]=1[NH2:25])([C:9](OC)=[O:10])[C:5]([O:7][CH3:8])=[O:6])[CH:2]=[CH2:3].C[O-].[Na+].CN(C)[CH:39]=[O:40].Cl>CO>[CH3:8][O:7][C:5]([C:4]1([CH2:1][CH:2]=[CH2:3])[CH:13]([C:26]2[CH:27]=[CH:28][CH:29]=[CH:30][C:31]=2[O:40][CH3:39])[CH2:14][C:15]2[CH:20]=[C:19]([C:21]([F:23])([F:24])[F:22])[CH:18]=[CH:17][C:16]=2[NH:25][C:9]1=[O:10])=[O:6] |f:1.2|. Procedure: α-(2-Propenyl)-[2-(2-amino-5-trifluoromethylphenyl)-1-(4-methoxyphenyl)ethyl]propanedioic acid, dimethyl ester (47.47 g; 0.102 mole) and a 25% (by weight) solution of sodium methoxide in methanol (107 ml; 0.469 mole; d=0.945; 4.6 eq.) in methanol (200 ml) and dry dimethylformamide (200 ml) was refluxed (~95° C.) overnight. 1N Hydrochloric acid was added with stirring, producing a precipitate that was collected by suction-filtration and triturated with water (two times). The solid was slurried in... Starting materials: CC(C)C[Al+]CC(C)C, Cc1ccccc1, CCO, [Cl-]. Product: CCO[Al](Cl)CC(C)C. As a reaction SMILES: [CH2:5]([CH:6]([CH3:7])[CH3:8])[Al+:9][CH2:10][CH:11]([CH3:12])[CH3:13].[CH3:14][c:15]1[cH:16][cH:17][cH:18][cH:19][cH:20]1.[CH3:1][CH2:2][OH:3].[Cl-:4]>>[CH3:1][CH2:2][O:3][Al:9]([Cl:4])[CH2:5][CH:6]([CH3:7])[CH3:8].